Dataset: the Open Reaction Database (ORD), a public repository of structured organic reaction records. Task: describe an organic reaction: reactants, conditions, products, and yield Reactants: CC1=C(C(=O)OC(C)(C)C)C=CC(=C1)C(=C)C1=CC=CC=C1 (tert-butyl 2-methyl-4-(1-phenylvinyl)benzoate), [H][H] (hydrogen). Reagents/catalysts: [Pd] (palladium). Solvent: C1(CC(C(CC1)C(C)C)O)C (menthol). Product: CC1=C(C(=O)OC(C)(C)C)C=CC(=C1)C(C)C1=CC=CC=C1 (tert-butyl 2-methyl-4-(1-phenylethyl)benzoate). Yield: 88.5%. RXN SMILES: [CH3:1][C:2]1[CH:14]=[C:13]([C:15]([C:17]2[CH:22]=[CH:21][CH:20]=[CH:19][CH:18]=2)=[CH2:16])[CH:12]=[CH:11][C:3]=1[C:4]([O:6][C:7]([CH3:10])([CH3:9])[CH3:8])=[O:5].[H][H]>[Pd].C1(C)CCC(C(C)C)C(O)C1>[CH3:1][C:2]1[CH:14]=[C:13]([CH:15]([C:17]2[CH:18]=[CH:19][CH:20]=[CH:21][CH:22]=2)[CH3:16])[CH:12]=[CH:11][C:3]=1[C:4]([O:6][C:7]([CH3:8])([CH3:9])[CH3:10])=[O:5]. Procedure: The tert-butyl 2-methyl-4-(1-phenylvinyl)benzoate (1.8 g, 6.1 mmol), palladium 10% on carbon (0.61 mmol, 700 mg) and 30 mL menthol was stirred at room temperature under the atmosphere of hydrogen (4 atmosphere) for 24 hours. Then mixture was filtered, the filtrate was concentrated to give tert-butyl 2-methyl-4-(1-phenylethyl)benzoate (1.6 g, 90%) product. 1H-NMR (300 MHz, CD3OD) δ 7.67 (d, J=8.1 Hz, 1H), 7.24-7.08 (m, 7H), 4.02 (m, 1H), 2.48 (s, 3H), 1.59-1.61 (s, 9H). Reactants: O=C([O-])[O-], CI, CC(C)=O, [K+], [K+], O=C1CC2(CCCC2)c2ccc(O)cc21. Product: COc1ccc2c(c1)C(=O)CC21CCCC1. RXN SMILES: [C:16](=[O:17])([O-:18])[O-:19].[CH3:22][I:23].[CH3:24][C:25](=[O:26])[CH3:27].[K+:20].[K+:21].[OH:1][c:2]1[cH:3][c:4]2[c:12]([cH:13][cH:14]1)[C:7]1([CH2:6][C:5]2=[O:15])[CH2:8][CH2:9][CH2:10][CH2:11]1>>[O:1]([c:2]1[cH:3][c:4]2[c:12]([cH:13][cH:14]1)[C:7]1([CH2:6][C:5]2=[O:15])[CH2:8][CH2:9][CH2:10][CH2:11]1)[CH3:16]. Reactants: C(C)(C)NC(C)C (N,N-diisopropylamine), [Li]CCCC (n-BuLi), C1CCOC1 (THF), [Li+].CC(C)[N-]C(C)C (LDA), C1(=CC=CC=C1)COCC=CCOC(CNC(=O)OC(C)(C)C)=O (N-[(1,1-dimethylethoxy)carbonyl]glycine-4-phenylmethoxy-2-butenyl ester), C1CCOC1 (THF), C1CCOC1 (THF). Reagents/catalysts: [Cl-].[Cl-].[Zn+2] (ZnCl2). Solvent: CCCCCC (hexane). Run at time 8 hour. Yields the product CC(C)(OC(=O)NC(C(=O)O)C(C=C)OCC1=CC=CC=C1)C (2-[(1,1-Dimethylethoxy)carbonyl]amino-3-phenylmethoxy-4pentenoic acid). Reaction SMILES: C(N[CH:5]([CH3:7])[CH3:6])(C)C.[Li][CH2:9][CH2:10]CC.[Li+].[CH3:14]C([N-]C(C)C)C.C1(COCC=CC[O:33][C:34](=[O:44])[CH2:35][NH:36][C:37]([O:39][C:40]([CH3:43])([CH3:42])[CH3:41])=[O:38])C=CC=CC=1.[CH2:45]1[CH2:49][O:48][CH2:47][CH2:46]1>CCCCCC.[Cl-].[Cl-].[Zn+2]>[CH3:43][C:40]([CH3:41])([O:39][C:37]([NH:36][CH:35]([CH:49]([O:48][CH2:47][C:46]1[CH:6]=[CH:5][CH:7]=[CH:10][CH:9]=1)[CH:45]=[CH2:14])[C:34]([OH:44])=[O:33])=[O:38])[CH3:42] |f:2.3,7.8.9|. Reported procedure: A lithium diisopropylamide solution (37.3 M) is prepared from N,N-diisopropylamine (5.2 mL, 37.2 mmol) in THF (30 mL. cooled to −20° C.) and 3.7 mL (37.3 mmol) 10 M n-BuLi in hexane. The LDA solution in THF is added to a stirred solution of N-[(1,1-dimethylethoxy)carbonyl]glycine-4-phenylmethoxy-2-butenyl ester 63a (14.9 mmol) and ZnCl2 (17.9 mmol) in 100 mL THF at −78° C. The mixture is allowed to come to room temperature overnight. The crude mixture is partitioned between 700 mL ethyl acetate ... Reactants: Cc1ccc(-c2[nH]c(=O)c(C#N)cc2-c2ccccc2)cc1, O=P(Cl)(Cl)Cl. Yields the product Cc1ccc(-c2nc(Cl)c(C#N)cc2-c2ccccc2)cc1. RXN SMILES: [CH3:1][c:2]1[cH:3][cH:4][c:5](-[c:8]2[c:9](-[c:17]3[cH:18][cH:19][cH:20][cH:21][cH:22]3)[cH:10][c:11]([C:15]#[N:16])[c:12](=[O:14])[nH:13]2)[cH:6][cH:7]1.[P:23]([Cl:24])([Cl:25])([Cl:26])=[O:27]>>[CH3:1][c:2]1[cH:3][cH:4][c:5](-[c:8]2[c:9](-[c:17]3[cH:18][cH:19][cH:20][cH:21][cH:22]3)[cH:10][c:11]([C:15]#[N:16])[c:12]([Cl:25])[n:13]2)[cH:6][cH:7]1.